This data is from the Open Reaction Database (ORD), a public repository of structured organic reaction records. The task is: describe an organic reaction: reactants, conditions, products, and yield Reactants: C1CCOC1, COC(=O)c1ccc(-c2nc3ccc(C(=O)O)cc3[nH]2)cc1, [Li+], [OH-], O. Yields the product O=C(O)c1ccc(-c2nc3ccc(C(=O)O)cc3[nH]2)cc1. RXN SMILES: [CH2:25]1[O:26][CH2:27][CH2:28][CH2:29]1.[CH3:1][O:2][C:3](=[O:4])[c:5]1[cH:6][cH:7][c:8](-[c:11]2[nH:12][c:13]3[c:14]([n:15]2)[cH:16][cH:17][c:18]([C:20](=[O:21])[OH:22])[cH:19]3)[cH:9][cH:10]1.[Li+:24].[OH-:23].[OH2:30]>>[O:2]=[C:3]([OH:4])[c:5]1[cH:6][cH:7][c:8](-[c:11]2[nH:12][c:13]3[c:14]([n:15]2)[cH:16][cH:17][c:18]([C:20](=[O:21])[OH:22])[cH:19]3)[cH:9][cH:10]1.